Task: describe an organic reaction: reactants, conditions, products, and yield. Dataset: the Open Reaction Database (ORD), a public repository of structured organic reaction records Starting materials: C(C1=CC=CC=C1)(C1=CC=CC=C1)(C1=CC=CC=C1)NC=1SC=C(N1)C(C(=O)O)=NOC (2-(2-tritylamino-4-thiazolyl)-2-methoxyimino-acetic acid), S(=O)(=O)(C1=CC=C(C)C=C1)Cl (tosyl chloride), CC(=O)OCC1=C(N2[C@@H]([C@@H](C2=O)N)SC1)C(=O)O (7-amino-cephalosporanic acid), Cl (hydrochloric acid). The solvent is O (water), O (water), C(C)(=O)O (acetic acid), C(C)N(CC)CC (triethylamine), CN(C=O)C (dimethylformamide), C(CCl)Cl (ethylene chloride), C(C)N(CC)CC (triethylamine). Conditions: time 30 minute. Yields the product C(C)(=O)OCC=1CS[C@H]2N(C1C(=O)O)C(C2NC(C(=NOC)C=2N=C(SC2)NC(C2=CC=CC=C2)(C2=CC=CC=C2)C2=CC=CC=C2)=O)=O (3-acetoxymethyl-7-[2-(2-tritylamino-4-thiazolyl)-2-methoxyimino-acetamido]-ceph-3-eme-4-carboxylic acid). Reaction SMILES: [C:1]([NH:20][C:21]1[S:22][CH:23]=[C:24]([C:26](=[N:30][O:31][CH3:32])[C:27]([OH:29])=O)[N:25]=1)([C:14]1[CH:19]=[CH:18][CH:17]=[CH:16][CH:15]=1)([C:8]1[CH:13]=[CH:12][CH:11]=[CH:10][CH:9]=1)[C:2]1[CH:7]=[CH:6][CH:5]=[CH:4][CH:3]=1.S(Cl)(C1C=CC(C)=CC=1)(=O)=O.[CH3:44][C:45]([O:47][CH2:48][C:49]1[CH2:58][S:57][C@@H:52]2[C@H:53]([NH2:56])[C:54](=[O:55])[N:51]2[C:50]=1[C:59]([OH:61])=[O:60])=[O:46].Cl>C(Cl)CCl.C(N(CC)CC)C.O.C(O)(=O)C.CN(C)C=O>[C:45]([O:47][CH2:48][C:49]1[CH2:58][S:57][C@@H:52]2[CH:53]([NH:56][C:27](=[O:29])[C:26]([C:24]3[N:25]=[C:21]([NH:20][C:1]([C:8]4[CH:13]=[CH:12][CH:11]=[CH:10][CH:9]=4)([C:14]4[CH:15]=[CH:16][CH:17]=[CH:18][CH:19]=4)[C:2]4[CH:7]=[CH:6][CH:5]=[CH:4][CH:3]=4)[S:22][CH:23]=3)=[N:30][O:31][CH3:32])[C:54](=[O:55])[N:51]2[C:50]=1[C:59]([OH:61])=[O:60])(=[O:46])[CH3:44]. Reported procedure: 576.5 g of the syn isomer of 2-(2-tritylamino-4-thiazolyl)-2-methoxyimino-acetic acid were added at 0° C. to a solution of 247.8 g of tosyl chloride in 780 m. of dimethylformamide and then 196 ml of triethylamine were added thereto. The mixture was held at 0° C. while adding thereto a solution of 272 g of 7-amino-cephalosporanic acid in 3 liters of ethylene chloride and 450.7 ml of triethylamine cooled to -70° to -75° C. and the mixture was held at -20° C. for 30 minutes. Then 270 ml of acetic a... Starting materials: ClC1=C(C=CC=C1)C(C1=C(C=CC(=C1)[N+](=O)[O-])N1C(=NN=C1)CN1C(C=2C(C1=O)=CC=CC2)=O)=O (2'-chloro-5-nitro-2-[3-(phthalimidomethyl)-4H-1,2,4-triazol-4-yl]benzophenone), C([O-])(O)=O.[Na+] (sodium bicarbonate). RXN SMILES: [Cl:1][C:2]1[CH:7]=[CH:6][CH:5]=[CH:4][C:3]=1[C:8](=[O:35])[C:9]1[CH:14]=[C:13]([N+:15]([O-:17])=[O:16])[CH:12]=[CH:11][C:10]=1[N:18]1[CH:22]=[N:21][N:20]=[C:19]1[CH2:23][N:24]1[C:28](=[O:29])[C:27]2=[CH:30][CH:31]=[CH:32][CH:33]=[C:26]2[C:25]1=[O:34].C(=O)(O)[O-].[Na+]>>[Cl:1][C:2]1[CH:7]=[CH:6][CH:5]=[CH:4][C:3]=1[C:8](=[O:35])[C:9]1[CH:14]=[C:13]([N+:15]([O-:17])=[O:16])[CH:12]=[CH:11][C:10]=1[N:18]1[C:19]([CH2:23][N:24]2[C:25](=[O:34])[C:26]3=[CH:33][CH:32]=[CH:31][CH:30]=[C:27]3[C:28]2=[O:29])=[N:20][N:21]=[C:22]1[CH2:23][N:24]1[CH2:28][CH2:27][CH2:26][CH2:25]1 |f:1.2|. The product is ClC1=C(C=CC=C1)C(C1=C(C=CC(=C1)[N+](=O)[O-])N1C(=NN=C1CN1C(C=2C(C1=O)=CC=CC2)=O)CN2CCCC2)=O (2'-chloro-5-nitro-2[3-(pyrrolidinomethyl)-5-(phthalimidomethyl)-4H-1,2,4-triazol-4-yl]benzophenone). Procedure: In the manner given in Example 13, 2'-chloro-5-nitro-2-[3-(phthalimidomethyl)-4H-1,2,4-triazol-4-yl]benzophenone is reacted with the above suspension then neutralized with sodium bicarbonate to give 2'-chloro-5-nitro-2[3-(pyrrolidinomethyl)-5-(phthalimidomethyl)-4H-1,2,4-triazol-4-yl]benzophenone. The reactants are [OH-].[Na+] (Sodium hydroxide), O1CCOC12CCNCC2 (1,4-dioxa-8-azaspiro[4,5]decane), BrCCCC (1-bromobutane), C([O-])([O-])=O.[K+].[K+] (potassium carbonate). Conditions: temperature 80 celsius, time 5 hour. Yields the product C(CCC)N1CCC2(OCCO2)CC1 (8-Butyl-1,4-dioxa-8-azaspiro[4,5]decane). Reaction SMILES: [O:1]1[C:5]2([CH2:10][CH2:9][NH:8][CH2:7][CH2:6]2)[O:4][CH2:3][CH2:2]1.Br[CH2:12][CH2:13][CH2:14][CH3:15].C(=O)([O-])[O-].[K+].[K+].[OH-].[Na+]>CN(C)C=O>[CH2:12]([N:8]1[CH2:9][CH2:10][C:5]2([O:4][CH2:3][CH2:2][O:1]2)[CH2:6][CH2:7]1)[CH2:13][CH2:14][CH3:15] |f:2.3.4,5.6|. The solvent is CN(C=O)C (dimethyl formamide). Procedure details: A mixture of 1,4-dioxa-8-azaspiro[4,5]decane (20.0 g, 140 mmol), 1-bromobutane (21,0 g, 154 mmol), potassium carbonate (19.3 g, 140 mmol) and dimethyl formamide (200 ml) was stirred for 5 h at 80° C. Sodium hydroxide (200 ml, 1 M) was added. The mixture was extracted three times with diethyl ether (200 ml). The product was isolated as an oil, in quantitative yield. Starting materials: CCN(C(C)C)C(C)C, O=C1CNN1C1C2CC3CC(C2)CC1C3, ClCCl, O, Cc1ccc(S(=O)(=O)Cl)cc1. Product: Cc1ccc(S(=O)(=O)N2CC(=O)N2C2C3CC4CC(C3)CC2C4)cc1. RXN SMILES: [CH:16]([N:17]([CH:18]([CH3:19])[CH3:20])[CH2:21][CH3:22])([CH3:23])[CH3:24].[CH:1]12[CH:2]([N:11]3[NH:12][CH2:13][C:14]3=[O:15])[CH:3]3[CH2:4][CH:5]([CH2:6][CH:7]([CH2:8]1)[CH2:9]3)[CH2:10]2.[Cl:37][CH2:38][Cl:39].[OH2:36].[c:25]1([CH3:35])[cH:26][cH:27][c:28]([S:31](=[O:32])(=[O:33])[Cl:34])[cH:29][cH:30]1>>[CH:1]12[CH:2]([N:11]3[N:12]([S:31]([c:28]4[cH:27][cH:26][c:25]([CH3:35])[cH:30][cH:29]4)(=[O:32])=[O:33])[CH2:13][C:14]3=[O:15])[CH:3]3[CH2:4][CH:5]([CH2:6][CH:7]([CH2:8]1)[CH2:9]3)[CH2:10]2. Starting materials: CO, [H][H], O=[N+]([O-])c1cc(C(F)(F)F)ccc1NCCN1CCN(C(c2ccccc2)c2ccccc2)CC1. The product is Nc1cc(C(F)(F)F)ccc1NCCN1CCN(C(c2ccccc2)c2ccccc2)CC1. Reaction SMILES: [CH3:38][OH:39].[H:36][H:37].[c:1]1([CH:7]([N:8]2[CH2:9][CH2:10][N:11]([CH2:14][CH2:15][NH:16][c:17]3[c:18]([N+:27]([O-:28])=[O:29])[cH:19][c:20]([C:23]([F:24])([F:25])[F:26])[cH:21][cH:22]3)[CH2:12][CH2:13]2)[c:30]2[cH:31][cH:32][cH:33][cH:34][cH:35]2)[cH:2][cH:3][cH:4][cH:5][cH:6]1>>[c:1]1([CH:7]([N:8]2[CH2:9][CH2:10][N:11]([CH2:14][CH2:15][NH:16][c:17]3[c:18]([NH2:27])[cH:19][c:20]([C:23]([F:24])([F:25])[F:26])[cH:21][cH:22]3)[CH2:12][CH2:13]2)[c:30]2[cH:31][cH:32][cH:33][cH:34][cH:35]2)[cH:2][cH:3][cH:4][cH:5][cH:6]1. As a reaction SMILES: [NH2:1][C:2]1[C:11]2[C:6](=[CH:7][CH:8]=[CH:9][C:10]=2[O:12][CH:13]2[CH2:18][CH2:17][CH2:16][CH2:15][CH2:14]2)[N:5]=[C:4]([CH3:19])[C:3]=1[C:20]([OH:22])=[O:21].C([O-])(O)=O.[Na+:27]>C(O)C.O>[NH2:1][C:2]1[C:11]2[C:6](=[CH:7][CH:8]=[CH:9][C:10]=2[O:12][CH:13]2[CH2:18][CH2:17][CH2:16][CH2:15][CH2:14]2)[N:5]=[C:4]([CH3:19])[C:3]=1[C:20]([O-:22])=[O:21].[Na+:27] |f:1.2,5.6|. Run at temperature 60 celsius. The reactants are NC1=C(C(=NC2=CC=CC(=C12)OC1CCCCC1)C)C(=O)O (4-amino-5-(cyclohexyloxy)-2-methylquinoline-3-carboxylic acid), C(=O)(O)[O-].[Na+] (NaHCO3). Run in C(C)O (ethanol), O (water). Reported procedure: To a solution of 4-amino-5-(cyclohexyloxy)-2-methylquinoline-3-carboxylic acid (Example 36, 1.0 g, 3.33 mmol) in ethanol (20 mL) was added a solution of NaHCO3 (294 mg, 3.50 mmol) in water (15 mL). The mixture was stirred and warmed up to 60° C. until the solution become clear then evaporated to dryness to provide sodium 4-amino-5-(cyclohexyloxy)-2-methylquinoline-3-carboxylate (1.07 g, 100%) as a white solid. 1H NMR (400 MHz, DMSO-d6) δ 1.25-1.45 (m, 3H), 1.50-1.70 (m, 5H), 1.53-1.72 (m, 5H), 1... The product is NC1=C(C(=NC2=CC=CC(=C12)OC1CCCCC1)C)C(=O)[O-].[Na+] (sodium 4-amino-5-(cyclohexyloxy)-2-methylquinoline-3-carboxylate). Isolated yield 99.7%. The reactants are BrC1=CN=C2N1N=C(C=C2)F (3-bromo-6-fluoroimidazo[1,2-b]pyridazine), O.NN (hydrazine monohydrate). Run at temperature 70 celsius. Yields the product BrC1=CN=C2N1N=C(C=C2)NN (3-Bromo-6-hydrazinylimidazo[1,2-b]pyridazine). RXN SMILES: [Br:1][C:2]1[N:6]2[N:7]=[C:8](F)[CH:9]=[CH:10][C:5]2=[N:4][CH:3]=1.O.[NH2:13][NH2:14]>>[Br:1][C:2]1[N:6]2[N:7]=[C:8]([NH:13][NH2:14])[CH:9]=[CH:10][C:5]2=[N:4][CH:3]=1 |f:1.2|. Procedure details: A suspension of 3-bromo-6-fluoroimidazo[1,2-b]pyridazine (2.16 g, 10 mmol) in hydrazine monohydrate (10 mL) was heated at 70° C. for 30 minutes. The mixture was cooled to room temperature, and the titled compound (1.78 g) was collected by filtration. 1H NMR (400 MHz, DMSO-d6) δ ppm 4.27 (br. s., 2H) 6.78 (d, J=9.60 Hz, 1H) 7.51 (s, 1H) 7.73 (dd, J=9.60, 1.52 Hz, 1H) 8.20 (br. s., 1H). RXN SMILES: [Br-:35].[CH3:11][c:12]1[cH:13][cH:14][cH:15][cH:16][cH:17]1.[CH3:1][Si:2]([N-:3][Si:4]([CH3:5])([CH3:6])[CH3:7])([CH3:8])[CH3:9].[CH3:30][CH2:31][O:32][CH2:33][CH3:34].[CH3:36][P+:37]([c:38]1[cH:39][cH:40][cH:41][cH:42][cH:43]1)([c:44]1[cH:45][cH:46][cH:47][cH:48][cH:49]1)[c:50]1[cH:51][cH:52][cH:53][cH:54][cH:55]1.[K+:10].[O:56]1[CH2:57][CH2:58][O:59][CH2:60][CH2:61]1.[OH2:62].[OH:18][CH:19]1[CH:20]2[CH:21]([C:25](=[O:26])[O:27][CH2:28][CH3:29])[CH:22]2[CH2:23][O:24]1>>[CH2:11]=[CH:19][CH:20]1[CH:21]([C:25](=[O:26])[O:27][CH2:28][CH3:29])[CH:22]1[CH2:23][OH:24]. Yields the product C=CC1C(CO)C1C(=O)OCC. Starting materials: [Br-], Cc1ccccc1, C[Si](C)(C)[N-][Si](C)(C)C, CCOCC, C[P+](c1ccccc1)(c1ccccc1)c1ccccc1, [K+], C1COCCO1, O, CCOC(=O)C1C2COC(O)C21. Starting materials: C1CCOC1, CNOC, ClCCl, Cl, O, CCC(C(=O)Cl)c1ccccc1, c1ccncc1. Yields the product CCC(C(=O)N(C)OC)c1ccccc1. As a reaction SMILES: [CH2:28]1[O:29][CH2:30][CH2:31][CH2:32]1.[CH3:8][NH:9][O:10][CH3:11].[Cl:25][CH2:26][Cl:27].[ClH:7].[OH2:24].[c:12]1([CH:18]([C:19](=[O:20])[Cl:21])[CH2:22][CH3:23])[cH:13][cH:14][cH:15][cH:16][cH:17]1.[cH:1]1[cH:2][cH:3][n:4][cH:5][cH:6]1>>[CH3:8][N:9]([O:10][CH3:11])[C:19]([CH:18]([c:12]1[cH:13][cH:14][cH:15][cH:16][cH:17]1)[CH2:22][CH3:23])=[O:20].